This data is from the Open Reaction Database (ORD), a public repository of structured organic reaction records. The task is: describe an organic reaction: reactants, conditions, products, and yield The reactants are CC([C@@H](C(=O)N1[C@@H]([C@H]2C([C@H]2C1)(C)C)C(=O)OC)NC1=CC(=CC=C1)C(F)(F)F)(C)C ((1R,2S,5S)-methyl 3-((S)-3,3-dimethyl-2-(3-(trifluoromethyl)phenylamino)butanoyl)-6,6-dimethyl-3-aza-bicyclo[3.1.0]hexane-2-carboxylate), [OH-].[Na+] (NaOH). The solvent is C1CCOC1 (THF). Reaction conditions: time 3 hour. The product is (1R,2S,5S)-3-((S)-3,3-dimethyl-2-(3-trifluoromethyl)phenylamino)butanoyl, CC1(C2CNC(C12)C(=O)O)C (6,6-dimethyl-3-azabicyclo[3.1.0]hexane-2-carboxylic acid). The yield is 251.9%. Reaction SMILES: CC(C)(C)[C@H](NC1C=CC=C(C(F)(F)F)C=1)C([N:6]1[CH2:11][C@H:10]2[C@H:8]([C:9]2([CH3:13])[CH3:12])[C@H:7]1[C:14]([O:16]C)=[O:15])=O.[OH-].[Na+]>C1COCC1>[CH3:12][C:9]1([CH3:13])[CH:8]2[CH:10]1[CH2:11][NH:6][CH:7]2[C:14]([OH:16])=[O:15] |f:1.2|. Procedure details: (1R,2S,5S)-methyl 3-((S)-3,3-dimethyl-2-(3-(trifluoromethyl)phenylamino)butanoyl)-6,6-dimethyl-3-aza-bicyclo[3.1.0]hexane-2-carboxylate (0.047 g, 0.11 mmol) in THF (1 mL) was added 0.4 N NaOH solution (0.69 mL, 0.28 mmol) and the reaction was stirred at rt for 3 hrs. THF was removed and acidified with saturated KHSO4 until PH=3˜4. The mixture was extracted with Ether (15 mL), washed with brine and dried over sodium sulfate. After removal of solvent, it gave the (1R,2S,5S)-3-((S)-3,3-dimethyl-2-(...